Dataset: the Open Reaction Database (ORD), a public repository of structured organic reaction records. Task: describe an organic reaction: reactants, conditions, products, and yield Starting materials: FC1=CC=C(C=C1)C1(CCCCC1)/C=C/CC(=O)OC ((E)-methyl 4-(1-(4-fluorophenyl)cyclohexyl)but-3-enoate). The reagents and catalysts are [Pd] (Pd on carbon). The solvent is CO (methanol). Run at time 8 hour. Yields the product FC1=CC=C(C=C1)C1(CCCCC1)CCCC(=O)OC (methyl 4-(1-(4-fluorophenyl)cyclohexyl)butanoate). Reaction SMILES: [F:1][C:2]1[CH:7]=[CH:6][C:5]([C:8]2(/[CH:14]=[CH:15]/[CH2:16][C:17]([O:19][CH3:20])=[O:18])[CH2:13][CH2:12][CH2:11][CH2:10][CH2:9]2)=[CH:4][CH:3]=1>CO.[Pd]>[F:1][C:2]1[CH:3]=[CH:4][C:5]([C:8]2([CH2:14][CH2:15][CH2:16][C:17]([O:19][CH3:20])=[O:18])[CH2:13][CH2:12][CH2:11][CH2:10][CH2:9]2)=[CH:6][CH:7]=1. Procedure details: To a solution of (E)-methyl 4-(1-(4-fluorophenyl)cyclohexyl)but-3-enoate (Intermediate I-11C, 421 mg, 1.523 mmol) in methanol (20 mL) was added about 100 mg of 10% Pd on carbon (wet, 50%), and the mixture was stirred under hydrogen (50 psi) overnight. The catalyst was filtered off and the solvent was evaporated off to give the desired methyl 4-(1-(4-fluorophenyl)cyclohexyl)butanoate (quantitative yield) as an oil. 1H NMR (400 MHz, CDCl3) δ ppm 7.26 (2H, dd, J=8.91, 5.39 Hz), 7.00 (2H, t, J=8.80 ... Starting materials: NC1=NC=CC(=C1)OC=1C=CC(=NC1)NC(=O)NC(C(C)(C)C)=O (N-((5-((2-aminopyridin-4-yl)oxy)pyridin-2-yl)carbamoyl)pivalamide), C(#N)CC(=O)O (cyanoacetic acid), CN(C)C(=[N+](C)C)ON1C2=C(C=CC=C2)N=N1.[B-](F)(F)(F)F (TBTU), CCN(C(C)C)C(C)C (DIEA), C(=O)([O-])[O-].[K+].[K+] (K2CO3). Run in CN(C)C=O (DMF). Yields the product C(#N)CC(=O)NC1=NC=CC(=C1)OC=1C=CC(=NC1)NC(=O)NC(C(C)(C)C)=O (N-((5-((2-(2-cyanoacetamido)pyridin-4-yl)oxy)pyridin-2-yl)carbamoyl)pivalamide). The yield is 69.9%. RXN SMILES: [NH2:1][C:2]1[CH:7]=[C:6]([O:8][C:9]2[CH:10]=[CH:11][C:12]([NH:15][C:16]([NH:18][C:19](=[O:24])[C:20]([CH3:23])([CH3:22])[CH3:21])=[O:17])=[N:13][CH:14]=2)[CH:5]=[CH:4][N:3]=1.[C:25]([CH2:27][C:28](O)=[O:29])#[N:26].CN(C(ON1N=NC2C=CC=CC1=2)=[N+](C)C)C.[B-](F)(F)(F)F.CCN(C(C)C)C(C)C.C([O-])([O-])=O.[K+].[K+]>CN(C=O)C>[C:25]([CH2:27][C:28]([NH:1][C:2]1[CH:7]=[C:6]([O:8][C:9]2[CH:10]=[CH:11][C:12]([NH:15][C:16]([NH:18][C:19](=[O:24])[C:20]([CH3:21])([CH3:23])[CH3:22])=[O:17])=[N:13][CH:14]=2)[CH:5]=[CH:4][N:3]=1)=[O:29])#[N:26] |f:2.3,5.6.7|. Procedure details: A mixture of Example C1 (0.15 g, 0.455 mmol), cyanoacetic acid (0.080 mL, 1.206 mmol), TBTU (0.258 g, 0.804 mmol) and DIEA (0.35 mL, 2.009 mmol) in DMF (5 mL) was stirred at RT overnight, treated with 10% K2CO3, extracted with DCM (4×) and the combined organics were washed with brine, dried over Na2SO4, concentrated to dryness and purified via preparative TLC (MeOH/DCM/TEA) to afford N-((5-((2-(2-cyanoacetamido)pyridin-4-yl)oxy)pyridin-2-yl)carbamoyl)pivalamide (126 mg, 79%). 1H NMR (400 MHz, DM... The reactants are CC1=C(C(CCC1)(C)C)C(\C=C/C)O (cis-2,6,6-trimethyl-1-[1-hydroxy-2-butenyl]-1-cyclohexene), CC=1C(C(CCC1)(C)C)C(\C=C/C)O (cis-2,6,6-trimethyl-1-[1-hydroxy-2-butenyl]-2-cyclohexene). The product is CC=1C(C(CCC1)(C)C)C(\C=C\C)=O (trans-2,6,6-trimethyl-1-crotonoyl-2-cyclohexene). As a reaction SMILES: [CH3:1][C:2]1[CH2:7][CH2:6][CH2:5][C:4]([CH3:9])([CH3:8])[C:3]=1[CH:10]([OH:14])/[CH:11]=[CH:12]\[CH3:13].CC1C(C(O)/C=C\C)C(C)(C)CCC=1>>[CH3:1][C:2]1[CH:3]([C:10](=[O:14])/[CH:11]=[CH:12]/[CH3:13])[C:4]([CH3:8])([CH3:9])[CH2:5][CH2:6][CH:7]=1. Reported procedure: By replacing in the above procedure cis-2,6,6-trimethyl-1-[1-hydroxy-2-butenyl]-1-cyclohexene by cis-2,6,6-trimethyl-1-[1-hydroxy-2-butenyl]-2-cyclohexene, trans-2,6,6-trimethyl-1-crotonoyl-2-cyclohexene was obtained which had the following characteristics: NMR spectrum: δ=0.83 ppm, (3 H, s); 0.92 ppm, (3 H, s); 1.55 ppm, (3 H, s broad); 1.89 ppm, (d of d, J=6.5 and 1.1 cps); 1.0-2.3 ppm (4 H, complex band); 2.77 ppm, (1 H, s broad); 5.52 ppm, (1 H, s broad); 6.18 ppm, (1 H, d of q, J=16 cps and... As a reaction SMILES: [O:1]1[CH:5]=[CH:4][CH:3]=[C:2]1[C:6]([N:8]1[C:17]2[C:12](=[CH:13][CH:14]=[C:15](B3OC(C)(C)C(C)(C)O3)[CH:16]=2)[N:11]([C:27](=[O:29])[CH3:28])[C@@H:10]([CH3:30])[CH2:9]1)=[O:7].[N:31]1([C:36](Cl)=[O:37])[CH2:35][CH2:34][CH2:33][CH2:32]1.[F-].[Cs+]>>[O:1]1[CH:5]=[CH:4][CH:3]=[C:2]1[C:6]([N:8]1[C:17]2[C:12](=[CH:13][CH:14]=[C:15]([C:36]([N:31]3[CH2:35][CH2:34][CH2:33][CH2:32]3)=[O:37])[CH:16]=2)[N:11]([C:27](=[O:29])[CH3:28])[C@@H:10]([CH3:30])[CH2:9]1)=[O:7] |f:2.3|. Yield: 7.9%. Reactants: O1C(=CC=C1)C(=O)N1C[C@@H](N(C2=CC=C(C=C12)B1OC(C(O1)(C)C)(C)C)C(C)=O)C ((S)-1-(4-(furan-2-carbonyl)-2-methyl-6-(4,4,5,5-tetramethyl-1,3,2-dioxaborolan-2-yl)-3,4-dihydroquinoxalin-1 (2H)-yl)ethanone), N1(CCCC1)C(=O)Cl (pyrrolidine-1-carbonyl chloride), [F-].[Cs+] (Cesium fluoride). Reported procedure: A 1.5 mL reaction vial was charged with (S)-1-(4-(furan-2-carbonyl)-2-methyl-6-(4,4,5,5-tetramethyl-1,3,2-dioxaborolan-2-yl)-3,4-dihydroquinoxalin-1 (2H)-yl)ethanone (0.2 M in 1,4-dioxane, 150 μL, 0.03 mmol), and pyrrolidine-1-carbonyl chloride (4 mg, 0.030 mmol). Cesium fluoride was then added (5 mg, 0.030 mmol) and the reaction mixture was purged with nitrogen. Bis(triphenylphosphine)palladium(II) dichloride (1 mg, 0.0015) was then added, and the reaction was purged with nitrogen and heated ov... Run at temperature 80 celsius. Yields the product O1C(=CC=C1)C(=O)N1C[C@@H](N(C2=CC=C(C=C12)C(=O)N1CCCC1)C(C)=O)C ((S)-1-(4-(furan-2-carbonyl)-2-methyl-6-(pyrrolidine-1-carbonyl)-3,4-dihydroquinoxaline-1(2H)-yl)ethanone). Reactants: [Br-], [Li]CCCC, C[P+](c1ccccc1)(c1ccccc1)c1ccccc1, CCOCC, O=Cc1c(Cl)cccc1-c1ccccc1, C1CCOC1. The product is C=Cc1c(Cl)cccc1-c1ccccc1. As a reaction SMILES: [Br-:21].[CH2:1]([Li:2])[CH2:3][CH2:4][CH3:5].[CH3:22][P+:23]([c:24]1[cH:25][cH:26][cH:27][cH:28][cH:29]1)([c:30]1[cH:31][cH:32][cH:33][cH:34][cH:35]1)[c:36]1[cH:37][cH:38][cH:39][cH:40][cH:41]1.[CH3:47][CH2:48][O:49][CH2:50][CH3:51].[Cl:6][c:7]1[c:8]([CH:19]=[O:20])[c:9](-[c:13]2[cH:14][cH:15][cH:16][cH:17][cH:18]2)[cH:10][cH:11][cH:12]1.[O:42]1[CH2:43][CH2:44][CH2:45][CH2:46]1>>[CH2:1]=[CH:19][c:8]1[c:7]([Cl:6])[cH:12][cH:11][cH:10][c:9]1-[c:13]1[cH:14][cH:15][cH:16][cH:17][cH:18]1. Starting materials: COC1=CC=C(C=C1)N (para-anisidine), N1=CC=CC=C1 (pyridine), [OH-].[Na+] (sodium hydroxide), C(#N)CS(=O)(=O)Cl (cyanomethanesulfonyl chloride). Run in C(C)#N (acetonitrile), O (water). Product: COC1=CC=C(C=C1)NS(=O)(=O)CC#N (2-Nitrilo-ethanesulfonic acid (4-methoxy-phenyl)-amid). Isolated yield 18.2%. As a reaction SMILES: [CH3:1][O:2][C:3]1[CH:8]=[CH:7][C:6]([NH2:9])=[CH:5][CH:4]=1.N1C=CC=CC=1.[C:16]([CH2:18][S:19](Cl)(=[O:21])=[O:20])#[N:17].[OH-].[Na+]>C(#N)C.O>[CH3:1][O:2][C:3]1[CH:8]=[CH:7][C:6]([NH:9][S:19]([CH2:18][C:16]#[N:17])(=[O:21])=[O:20])=[CH:5][CH:4]=1 |f:3.4|. Reported procedure: To a solution of para-anisidine (1.95 g) in acetonitrile (25 ml) at 15° C. under argon atmosphere was added pyridine (1.25 g), then cyanomethanesulfonyl chloride (2 g) and the reaction mixture was stirred at room temperature for 1 hour. The reaction mixture was poured into 50 ml water and the pH was made basic by addition of 1N aqueous sodium hydroxide. The aqueous layer was extracted with ethyl acetate, the combined organic layers were dried over sodium sulfate, then concentrated in vacuo. Colu... The reactants are CCCN(CCC)C1Cc2c(C#N)ccc3c2C(C1)CN3C(=O)c1ccccc1, [Li]CCCC. Yields the product CCCN(CCC)C1Cc2c(C#N)ccc3c2C(CN3)C1. As a reaction SMILES: [C:1](=[O:2])([c:3]1[cH:4][cH:5][cH:6][cH:7][cH:8]1)[N:9]1[CH2:10][CH:11]2[c:12]3[c:13]([c:14]([C:18]#[N:19])[cH:15][cH:16][c:17]31)[CH2:20][CH:21]([N:23]([CH2:24][CH2:25][CH3:26])[CH2:27][CH2:28][CH3:29])[CH2:22]2.[CH2:30]([Li:31])[CH2:32][CH2:33][CH3:34]>>[NH:9]1[CH2:10][CH:11]2[c:12]3[c:13]([c:14]([C:18]#[N:19])[cH:15][cH:16][c:17]31)[CH2:20][CH:21]([N:23]([CH2:24][CH2:25][CH3:26])[CH2:27][CH2:28][CH3:29])[CH2:22]2.